This data is from the Open Reaction Database (ORD), a public repository of structured organic reaction records. The task is: describe an organic reaction: reactants, conditions, products, and yield Starting materials: Cc1cc(Br)cc(N)c1C, Cc1ccccc1, O=N[O-], [Na+], O, O=S(=O)(O)O. Product: Cc1cc(Br)cc(O)c1C. Reaction SMILES: [Br:1][c:2]1[cH:3][c:4]([CH3:10])[c:5]([CH3:9])[c:6]([NH2:7])[cH:8]1.[CH3:21][c:22]1[cH:23][cH:24][cH:25][cH:26][cH:27]1.[N:11](=[O:12])[O-:13].[Na+:14].[OH2:15].[S:16](=[O:17])(=[O:18])([OH:19])[OH:20]>>[Br:1][c:2]1[cH:3][c:4]([CH3:10])[c:5]([CH3:9])[c:6]([OH:12])[cH:8]1. Reactants: CC(=O)O[BH-](OC(C)=O)OC(C)=O, CC(Cl)Cl, ClCCl, Fc1ccccc1N1CCNCC1, [Na+], O=Cc1cc2ncccc2o1. Product: Fc1ccccc1N1CCN(Cc2cc3ncccc3o2)CC1. RXN SMILES: [C:14]([O:15][BH-:16]([O:17][C:18](=[O:19])[CH3:20])[O:21][C:22](=[O:23])[CH3:24])(=[O:25])[CH3:26].[Cl:39][CH:40]([Cl:41])[CH3:42].[Cl:43][CH2:44][Cl:45].[F:1][c:2]1[c:3]([N:8]2[CH2:9][CH2:10][NH:11][CH2:12][CH2:13]2)[cH:4][cH:5][cH:6][cH:7]1.[Na+:27].[o:28]1[c:29]([CH:37]=[O:38])[cH:30][c:31]2[n:32][cH:33][cH:34][cH:35][c:36]12>>[F:1][c:2]1[c:3]([N:8]2[CH2:9][CH2:10][N:11]([CH2:37][c:29]3[o:28][c:36]4[c:31]([cH:30]3)[n:32][cH:33][cH:34][cH:35]4)[CH2:12][CH2:13]2)[cH:4][cH:5][cH:6][cH:7]1. The product is OC=1C(=C2CCC(OC2=C(C1C)C)(C(=O)NC(CO)C)C)C (6-hydroxy-N-(1-hydroxypropan-2-yl)-2,5,7,8-tetramethylchroman-2-carboxamide). The yield is 79.4%. RXN SMILES: [OH:1][C:2]1[C:3]([CH3:18])=[C:4]2[C:9](=[C:10]([CH3:13])[C:11]=1[CH3:12])[O:8][C:7]([CH3:17])([C:14]([OH:16])=O)[CH2:6][CH2:5]2.C1N=CN(C(N2C=NC=C2)=O)C=1.[NH2:31][CH:32]([CH3:35])[CH2:33][OH:34]>>[OH:1][C:2]1[C:3]([CH3:18])=[C:4]2[C:9](=[C:10]([CH3:13])[C:11]=1[CH3:12])[O:8][C:7]([CH3:17])([C:14]([NH:31][CH:32]([CH3:35])[CH2:33][OH:34])=[O:16])[CH2:6][CH2:5]2. The reactants are amide, NC(CO)C (2-amino-1-propanol), OC=1C(=C2CCC(OC2=C(C1C)C)(C(=O)O)C)C (6-hydroxy-2,5,7,8-tetramethylchroman-2-carboxylic acid), C1=CN(C=N1)C(=O)N2C=CN=C2 (CDI). Procedure details: Following the amide coupling procedure described in protocol A, 500 mg 6-hydroxy-2,5,7,8-tetramethylchroman-2-carboxylic acid (2.00 mmol), 365 mg CDI (2.25 mmol) and 165 mg 2-amino-1-propanol (2.2 mmol) produced 488 mg of 6-hydroxy-N-(1-hydroxypropan-2-yl)-2,5,7,8-tetramethylchroman-2-carboxamide as a pale brown foam. Starting materials: C1CCNCC1, CCO, O=Cc1ccccc1, O=C1CSC(=S)N1. Product: O=C1NC(=S)SC1=Cc1ccccc1. As a reaction SMILES: [CH2:16]1[CH2:17][CH2:18][NH:19][CH2:20][CH2:21]1.[CH3:22][CH2:23][OH:24].[CH:8](=[O:9])[c:10]1[cH:11][cH:12][cH:13][cH:14][cH:15]1.[S:1]1[C:2](=[S:3])[NH:4][C:5](=[O:6])[CH2:7]1>>[S:1]1[C:2](=[S:3])[NH:4][C:5](=[O:6])[C:7]1=[CH:8][c:10]1[cH:11][cH:12][cH:13][cH:14][cH:15]1. Starting materials: FC1(CCC(CC1)CNC(=O)C=1C=2C=CC(=NC2C=CC1Cl)C1CC(CC1)=O)F (6-chloro-2-(3-oxo-cyclopentyl)-quinoline-5-carboxylic acid (4,4-difluoro-cyclohexylmethyl)-amide), Cl.N1CCC1 (azetidine hydrochloride). Yields the product FC1(CCC(CC1)CNC(=O)C=1C=2C=CC(=NC2C=CC1Cl)C1CC(CC1)N1CCC1)F (2-(3-Azetidin-1-yl-cyclopentyl)-6-chloro-quinoline-5-carboxylic acid (4,4-difluoro cyclohexylmethyl)-amide). As a reaction SMILES: [F:1][C:2]1([F:29])[CH2:7][CH2:6][CH:5]([CH2:8][NH:9][C:10]([C:12]2[C:13]3[CH:14]=[CH:15][C:16]([CH:23]4[CH2:27][CH2:26][C:25](=O)[CH2:24]4)=[N:17][C:18]=3[CH:19]=[CH:20][C:21]=2[Cl:22])=[O:11])[CH2:4][CH2:3]1.Cl.[NH:31]1[CH2:34][CH2:33][CH2:32]1>>[F:1][C:2]1([F:29])[CH2:7][CH2:6][CH:5]([CH2:8][NH:9][C:10]([C:12]2[C:13]3[CH:14]=[CH:15][C:16]([CH:23]4[CH2:27][CH2:26][CH:25]([N:31]5[CH2:34][CH2:33][CH2:32]5)[CH2:24]4)=[N:17][C:18]=3[CH:19]=[CH:20][C:21]=2[Cl:22])=[O:11])[CH2:4][CH2:3]1 |f:1.2|. Procedure details: The title compound was synthesized according to the procedure described in example 133 using 6-chloro-2-(3-oxo-cyclopentyl)-quinoline-5-carboxylic acid (4,4-difluoro-cyclohexylmethyl)-amide, and azetidine hydrochloride. 1H NMR (400 MHz, DMSO-d6): δ 10.08 (m, 1H), 8.81 (t, J=4.41 Hz, 1H), 8.06-8.03 (m, 1H), 8.00-7.96 (m, 1H), 7.81-7.77 (m, 1H), 7.62-7.58 (m, 1H), 4.17-4.06 (m, 5H), 4.06-4.04 (m, 1H), 3.29-3.26 (m, 2H), 2.50-2.44 (m, 5H), 2.07-2.03 (m, 3H), 1.90-1.84 (m, 7H), 1.78-1.74 (m, 1H), 1.... Starting materials: CCCCCC, O=C1CCC(=O)N1Br, CN(C)C=O, O, Cc1ccccc1, c1ccc2cc(-c3ccc4ccc5c(-c6ccc7ccccc7c6)ccc6ccc3c4c65)ccc2c1. As a reaction SMILES: [CH3:53][CH2:54][CH2:55][CH2:56][CH2:57][CH3:58].[O:37]=[C:38]1[N:39]([Br:44])[C:40](=[O:41])[CH2:42][CH2:43]1.[O:59]=[CH:60][N:61]([CH3:62])[CH3:63].[OH2:45].[c:46]1([CH3:47])[cH:48][cH:49][cH:50][cH:51][cH:52]1.[cH:1]1[c:2](-[c:11]2[cH:12][cH:13][c:14]3[cH:15][cH:16][c:17]4[c:18](-[c:27]5[cH:28][c:29]6[cH:30][cH:31][cH:32][cH:33][c:34]6[cH:35][cH:36]5)[cH:19][cH:20][c:21]5[cH:22][cH:23][c:24]2[c:25]3[c:26]45)[cH:3][cH:4][c:5]2[cH:6][cH:7][cH:8][cH:9][c:10]12>>[cH:1]1[c:2](-[c:11]2[cH:12][cH:13][c:14]3[cH:15][cH:16][c:17]4[c:18](-[c:27]5[cH:28][c:29]6[cH:30][cH:31][cH:32][cH:33][c:34]6[cH:35][cH:36]5)[cH:19][c:20]([Br:44])[c:21]5[cH:22][cH:23][c:24]2[c:25]3[c:26]45)[cH:3][cH:4][c:5]2[cH:6][cH:7][cH:8][cH:9][c:10]12. Yields the product Brc1cc(-c2ccc3ccccc3c2)c2ccc3ccc(-c4ccc5ccccc5c4)c4ccc1c2c34.